Dataset: the Open Reaction Database (ORD), a public repository of structured organic reaction records. Task: describe an organic reaction: reactants, conditions, products, and yield Starting materials: ClC1=NC(=C2N=CN(C2=N1)C1OCCCC1)N (2-chloro-9-(tetrahydro-2H-pyran-2-yl)-9H-purin-6-amine), C(CCC)N (n-butylamine). The solvent is C(C)(=O)OCC (ethyl acetate), C(CO)O (ethylene glycol). Run at temperature 120 celsius. The product is C(CCC)NC1=NC(=C2N=CN(C2=N1)C1OCCCC1)N (N2-Butyl-9-(tetrahydro-2H-pyran-2-yl)-9H-purine-2,6-diamine). Reaction SMILES: Cl[C:2]1[N:10]=[C:9]2[C:5]([N:6]=[CH:7][N:8]2[CH:11]2[CH2:16][CH2:15][CH2:14][CH2:13][O:12]2)=[C:4]([NH2:17])[N:3]=1.[CH2:18]([NH2:22])[CH2:19][CH2:20][CH3:21]>C(O)CO.C(OCC)(=O)C>[CH2:18]([NH:22][C:2]1[N:10]=[C:9]2[C:5]([N:6]=[CH:7][N:8]2[CH:11]2[CH2:16][CH2:15][CH2:14][CH2:13][O:12]2)=[C:4]([NH2:17])[N:3]=1)[CH2:19][CH2:20][CH3:21]. Procedure: To a solution of 2-chloro-9-(tetrahydro-2H-pyran-2-yl)-9H-purin-6-amine (10 g) in dry ethylene glycol (50 ml) at room temperature and under nitrogen was added n-butylamine (16 ml) in one go. The reaction was heated at 120° C. overnight. The reaction was cooled to room temperature, diluted with ethyl acetate (150 ml) and washed with water (2×50 ml). The organic layer was dried over MgSO4, filtered and concentrated in vacuo. This afforded the title compound as a viscous green oil (10.2 g) that was... Reactants: O=C(O)c1ccc(C(=O)c2ccccc2)cc1, CC[SiH](CC)CC, O=C(O)C(F)(F)F. The product is O=C(O)c1ccc(Cc2ccccc2)cc1. Reaction SMILES: [C:1]([c:2]1[cH:3][cH:4][cH:5][cH:6][cH:7]1)(=[O:8])[c:9]1[cH:10][cH:11][c:12]([C:13](=[O:14])[OH:15])[cH:16][cH:17]1.[CH2:18]([SiH:19]([CH2:20][CH3:21])[CH2:22][CH3:23])[CH3:24].[OH:25][C:26]([C:27]([F:28])([F:29])[F:30])=[O:31]>>[CH2:1]([c:2]1[cH:3][cH:4][cH:5][cH:6][cH:7]1)[c:9]1[cH:10][cH:11][c:12]([C:13](=[O:14])[OH:15])[cH:16][cH:17]1.